Task: describe an organic reaction: reactants, conditions, products, and yield. Dataset: the Open Reaction Database (ORD), a public repository of structured organic reaction records The reactants are CC(C)(C)OC(=O)N1CCC(Nc2ccccc2CN2C(=O)c3ccccc3C2=O)CC1, CCO, NN, O. The product is CC(C)(C)OC(=O)N1CCC(Nc2ccccc2CN)CC1. Reaction SMILES: [C:1]([CH3:2])([CH3:3])([CH3:4])[O:5][C:6](=[O:7])[N:8]1[CH2:9][CH2:10][CH:11]([NH:14][c:15]2[c:16]([CH2:21][N:22]3[C:23](=[O:24])[c:25]4[cH:26][cH:27][cH:28][cH:29][c:30]4[C:31]3=[O:32])[cH:17][cH:18][cH:19][cH:20]2)[CH2:12][CH2:13]1.[CH3:36][CH2:37][OH:38].[NH2:34][NH2:35].[OH2:33]>>[C:1]([CH3:2])([CH3:3])([CH3:4])[O:5][C:6](=[O:7])[N:8]1[CH2:9][CH2:10][CH:11]([NH:14][c:15]2[c:16]([CH2:21][NH2:22])[cH:17][cH:18][cH:19][cH:20]2)[CH2:12][CH2:13]1.